This data is from the Open Reaction Database (ORD), a public repository of structured organic reaction records. The task is: describe an organic reaction: reactants, conditions, products, and yield The reactants are COC1=C(C(=O)OC)C=CC(=N1)C (methyl 2-methoxy-6-methylnicotinate), [H-].[Al+3].[Li+].[H-].[H-].[H-] (lithium aluminum hydride), C1CCOC1 (THF), C1CCOC1 (THF), O.O.O.O.O.O.O.O.O.O.S(=O)(=O)([O-])[O-].[Na+].[Na+] (Sodium sulfate decahydrate). Conditions: temperature 0 celsius, time 75 minute. Yields the product C(C)C(O)C=1C(=NC(=CC1)C)OC (ethyl 1 (2-methoxy-6-methylpyridin-3-yl)methanol). Reaction SMILES: [CH3:1][O:2][C:3]1[N:12]=[C:11]([CH3:13])[CH:10]=[CH:9][C:4]=1[C:5]([O:7]C)=O.[H-].[Al+3].[Li+].[H-].[H-].[H-].O.O.O.O.O.O.O.O.O.O.S([O-])([O-])(=O)=O.[Na+].[Na+].[CH2:37]1COC[CH2:38]1>>[CH2:37]([CH:5]([C:4]1[C:3]([O:2][CH3:1])=[N:12][C:11]([CH3:13])=[CH:10][CH:9]=1)[OH:7])[CH3:38] |f:1.2.3.4.5.6,7.8.9.10.11.12.13.14.15.16.17.18.19|. Reported procedure: To methyl 2-methoxy-6-methylnicotinate (5.60 g, 30.9 mmol) in THF (155 mL, 30.9 mmol) to 0° C. was added lithium aluminum hydride (1.23 g, 30.9 mmol) and the mixture was stirred at 0° C. for 75 minutes. The mixture was diluted with 30 mL THF and a scoop of Celite was added. The mixture was stirred for a few minutes. Sodium sulfate decahydrate was added to quench the reaction. The mixture was filtered and the filtrate was concentrated to give the product (4.7 g). Starting materials: C1(CC1)Br (cyclopropyl bromide), [Mg] (magnesium), C(CC(O)(C(=O)O)CC(=O)O)(=O)O (citric acid), C(C1=CC=CC=C1)[C@@H]([C@@H](O)C#N)NC(OC(C)(C)C)=O (tert-butyl [(1S,2R)-1-benzyl-2-cyano-2-hydroxyethyl]carbamate). The solvent is CCOCC (ether), CCOCC (ether). The product is C(C1=CC=CC=C1)[C@@H]([C@@H](O)C(=O)C1CC1)NC(OC(C)(C)C)=O (tert-butyl [(1S,2R)-1-benzyl-2-(cyclopropylcarbonyl)-2-hydroxyethyl]carbamate). RXN SMILES: [CH:1]1(Br)[CH2:3][CH2:2]1.[Mg].[CH2:6]([C@H:13]([NH:18][C:19](=[O:25])[O:20][C:21]([CH3:24])([CH3:23])[CH3:22])[C@H:14]([C:16]#N)[OH:15])[C:7]1[CH:12]=[CH:11][CH:10]=[CH:9][CH:8]=1.C(O)(=O)CC(CC(O)=O)(C(O)=O)[OH:29]>CCOCC>[CH2:6]([C@H:13]([NH:18][C:19](=[O:25])[O:20][C:21]([CH3:24])([CH3:23])[CH3:22])[C@H:14]([C:16]([CH:1]1[CH2:3][CH2:2]1)=[O:29])[OH:15])[C:7]1[CH:12]=[CH:11][CH:10]=[CH:9][CH:8]=1. Reported procedure: 9.96 ml (124.5 mmol) of cyclopropyl bromide in 100 ml of ether were added dropwise within 30minutes to 3.03 g (124.5 mmol) of magnesium in 10 ml of abs. ether under slight reflux and the mixture was subsequently heated to reflux for 2 1/2 hours. Subsequently, 6.25 g (22.63 mmol) of tert-butyl [(1S,2R)-1-benzyl-2-cyano-2-hydroxyethyl]carbamate (EPA 0,266,950) were added dropwise thereto under reflux within 5 minutes and the mixture was heated to reflux for a further 2 1/2 hours. Finally, the mixt... Starting materials: C([O-])(O)=O.[Na+] (sodium bicarbonate), IC1=NN(C2=NC=NC(=C21)O)C (3-iodo-1-methyl-1H-pyrazolo[3,4-d]pyrimidin-4-ol), CN(C=O)C (N,N-dimethylformamide), P(=O)(Cl)(Cl)Cl (phosphorus oxychloride). Reaction SMILES: [I:1][C:2]1[C:10]2[C:5](=[N:6][CH:7]=[N:8][C:9]=2O)[N:4]([CH3:12])[N:3]=1.CN(C)C=O.P(Cl)(Cl)([Cl:20])=O.C(=O)(O)[O-].[Na+]>ClCCCl.CC(O)C.O>[Cl:20][C:9]1[N:8]=[CH:7][N:6]=[C:5]2[N:4]([CH3:12])[N:3]=[C:2]([I:1])[C:10]=12 |f:3.4|. Run at temperature 80 celsius. Reported procedure: 3-Iodo-1-methyl-1H-pyrazolo[3,4-d]pyrimidin-4-ol (C8) (9.35 g, 33.9 mmol), N,N-dimethylformamide (10.5 mL, 135 mmol) and phosphorus oxychloride (9.57 mL, 102 mmol) were combined in 1,2-dichloroethane (90 mL), and the mixture was heated to 80° C. for 2 hours. After cooling to room temperature, it was added portion-wise with vigorous stirring to a beaker containing a chilled mixture (0 to 5° C.) of sodium bicarbonate (28.7 g, 339 mmol) in 2-propanol (90 mL) and water (90 mL). The resulting mixture... Solvent: CC(C)O (2-propanol), O (water), ClCCCl (1,2-dichloroethane). Product: ClC1=C2C(=NC=N1)N(N=C2I)C (4-chloro-3-iodo-1-methyl-1H-pyrazolo[3,4-d]pyrimidine).